From a dataset of the Open Reaction Database (ORD), a public repository of structured organic reaction records. describe an organic reaction: reactants, conditions, products, and yield Reactants: Cl.O1CCOCC1 (HCl dioxane), [Br-].[Mg+2].[Br-] (magnesium bromide), [H][H] (hydrogen), [H][H] (hydrogen), NCC(=O)O (glycine), C(#N)P([O-])([O-])=O.[K+].[K+] (Dipotassium cyanophosphonate). Reagents/catalysts: [OH-].[Pd+2].[OH-] (Palladium hydroxide). Run in O (water). Reaction conditions: temperature 50 celsius, time 8 hour. The product is P(=O)([O-])([O-])[O-] (phosphate), P(=O)(O)(O)CNCC(=O)O (N-phosphonomethylglycine). The yield is 2.2%. Reaction SMILES: [C:1]([P:3](=[O:6])([O-:5])[O-:4])#[N:2].[K+].[K+].N[CH2:10][C:11]([OH:13])=[O:12].Cl.O1CCOCC1.[Br-].[Mg+2].[Br-].[H][H]>O.[OH-].[Pd+2].[OH-]>[P:3]([O-:5])([O-:12])([O-:4])=[O:6].[P:3]([CH2:1][NH:2][CH2:10][C:11]([OH:13])=[O:12])([OH:5])([OH:4])=[O:6] |f:0.1.2,4.5,6.7.8,11.12.13|. Reported procedure: Dipotassium cyanophosphonate (partially hydrated, 0.188 g, 1.03 mmol) was dissolved in water (5 ml) in a Fisher Porter bottle containing a magnetic stir bar, and glycine (0.0828 g, 1.10 mmol) was added. Palladium hydroxide 20% on carbon (0.089 g, Aldrich) was added along with HCl-dioxane, (0.25 ml, 4N, 1 mmol), and magnesium bromide (0.185 g, 1.00 mmol). After three pressure-release cycles with hydrogen, the bottle was pressurized to 25 psi with hydrogen and stirred overnight at 50° C. The press... The reactants are ClCCCOC1=CC=C(C=C1)C=1N=C2N(C=CC=C2)C1 (2-[4-(3-Chloro-propoxy)-phenyl]-imidazo[1,2-a]pyridine). Reagents/catalysts: [Pt](=O)=O (platinum (IV) oxide). Run in CO (methanol), C(C)O (ethanol). Run at time 4 hour. Product: ClCCCOC1=CC=C(C=C1)C=1N=C2N(CCCC2)C1 (2-[4-(3-Chloro-propoxy)-phenyl]-5,6,7,8-tetrahydro-imidazo[1,2-a]pyridine). Isolated yield 96.4%. As a reaction SMILES: [Cl:1][CH2:2][CH2:3][CH2:4][O:5][C:6]1[CH:11]=[CH:10][C:9]([C:12]2[N:13]=[C:14]3[CH:19]=[CH:18][CH:17]=[CH:16][N:15]3[CH:20]=2)=[CH:8][CH:7]=1>C(O)C.CO.[Pt](=O)=O>[Cl:1][CH2:2][CH2:3][CH2:4][O:5][C:6]1[CH:11]=[CH:10][C:9]([C:12]2[N:13]=[C:14]3[CH2:19][CH2:18][CH2:17][CH2:16][N:15]3[CH:20]=2)=[CH:8][CH:7]=1. Procedure details: To a Parr bottle charged with a mixture of platinum (IV) oxide (30 mg) in ethanol (3 mL) was added a solution of the product of Step A (90 mg) in methanol (6 ml). The mixture was hydrogenated at 40 psi for 4 hours and filtered through a Celite pad which was rinsed with several additional milliliters of methanol and ethanol. The filtrate was collected and evaporated in vacuo to yield the title compound (88 mg) which was used without further purification. The reactants are NC1=C(C(=O)N)C(=CC(=C1)OC)OC (2-amino-4,6-dimethoxy-benzamide), C(C)(C)(C)[Si](OCCOC1=C(C=C(C=O)C=C1)Cl)(C)C (4-[2-(tert-Butyl-dimethyl-silanyloxy)-ethoxy]-3-chloro-benzaldehyde), O.C1(=CC=C(C=C1)S(=O)(=O)O)C (p-toluenesulfonic acid monohydrate), S(=O)(O)[O-].[Na+] (sodium hydrogensulfite). Run in CC(=O)N(C)C (dimethylacetamide), O (water). Run at temperature 150 celsius, time 17 hour. Yields the product ClC=1C=C(C=CC1OCCO)C1=NC2=CC(=CC(=C2C(N1)=O)OC)OC (2-(3-chloro-4-(2-hydroxyethoxy)phenyl)-5,7-dimethoxyquinazolin-4(3H)-one). The yield is 14.1%. As a reaction SMILES: [NH2:1][C:2]1[CH:10]=[C:9]([O:11][CH3:12])[CH:8]=[C:7]([O:13][CH3:14])[C:3]=1[C:4]([NH2:6])=[O:5].C([Si](C)(C)[O:20][CH2:21][CH2:22][O:23][C:24]1[CH:31]=[CH:30][C:27]([CH:28]=O)=[CH:26][C:25]=1[Cl:32])(C)(C)C.O.C1(C)C=CC(S(O)(=O)=O)=CC=1.S([O-])(O)=O.[Na+]>O.CC(N(C)C)=O>[Cl:32][C:25]1[CH:26]=[C:27]([C:28]2[NH:6][C:4](=[O:5])[C:3]3[C:2](=[CH:10][C:9]([O:11][CH3:12])=[CH:8][C:7]=3[O:13][CH3:14])[N:1]=2)[CH:30]=[CH:31][C:24]=1[O:23][CH2:22][CH2:21][OH:20] |f:2.3,4.5|. Reported procedure: A mixture of 3-chloro-4-hydroxy-benzaldehyde (227 mg, 1.45 mmol), (2-bromoethoxy)-tert-butyldimethylsilane (347 mg, 1.45 mmol), cesium carbonate (709 mg, 2.18 mmol) and DMSO (2 mL) was stirred at 80° C. for 17 h. The reaction mixture was cooled to room temperature and water (50 mL) was added. The resulting precipitate was filtered off, washed with water, air-dried, dissolved in a small amount of ethyl acetate and purified by column chromatography. 4-[2-(tert-Butyl-dimethyl-silanyloxy)-ethoxy]-3-... Reactants: COC1(CCCCCC1)C1=C(C=C(C=C1)C(F)(F)F)CO ((2-(1-methoxycycloheptyl)-5-(trifluoromethyl)phenyl)methanol), CC(=O)OI1(C=2C=CC=CC2C(=O)O1)(OC(=O)C)OC(=O)C (Dess-Martin reagent). Solvent: C(C)(=O)OCC (ethyl acetate), C(Cl)Cl (methylene chloride). Run at time 5 hour. The product is COC1(CCCCCC1)C1=C(C=O)C=C(C=C1)C(F)(F)F (2-(1-methoxycycloheptyl)-5-(trifluoromethyl)benzaldehyde). As a reaction SMILES: [CH3:1][O:2][C:3]1([C:10]2[CH:15]=[CH:14][C:13]([C:16]([F:19])([F:18])[F:17])=[CH:12][C:11]=2[CH2:20][OH:21])[CH2:9][CH2:8][CH2:7][CH2:6][CH2:5][CH2:4]1.CC(OI1(OC(C)=O)(OC(C)=O)OC(=O)C2C=CC=CC1=2)=O>C(Cl)Cl.C(OCC)(=O)C>[CH3:1][O:2][C:3]1([C:10]2[CH:15]=[CH:14][C:13]([C:16]([F:17])([F:18])[F:19])=[CH:12][C:11]=2[CH:20]=[O:21])[CH2:9][CH2:8][CH2:7][CH2:6][CH2:5][CH2:4]1. Reported procedure: To a solution of (2-(1-methoxycycloheptyl)-5-(trifluoromethyl)phenyl)methanol (167 mg; 0.552 mmol) in methylene chloride (3.0 mL) was added Dess-Martin reagent (290 mg; 0.683 mmol). Reaction was stirred at room temperature for 5 hours. The reaction was diluted with ethyl acetate and quenched with aqueous 1N sodium hydroxide. After partitioning off the aqueous layer, the organic layer was washed with water and brine. It was dried over sodium sulfate and concentrated under reduced pressure. The re... Starting materials: CCCC(O)C(CN(Cc1ccc(C)cc1C)C(=O)OCc1ccccc1)NC(=O)OC(C)(C)C, ClCCl, O=C(O)C(F)(F)F. Yields the product CCCC(O)C(N)CN(Cc1ccc(C)cc1C)C(=O)OCc1ccccc1. RXN SMILES: [C:1]([O:2][C:3](=[O:4])[NH:7][CH:8]([CH:9]([CH2:10][CH2:11][CH3:12])[OH:13])[CH2:14][N:15]([CH2:16][c:17]1[c:18]([CH3:24])[cH:19][c:20]([CH3:23])[cH:21][cH:22]1)[C:25](=[O:26])[O:27][CH2:28][c:29]1[cH:30][cH:31][cH:32][cH:33][cH:34]1)([CH3:5])([CH3:6])[CH3:35].[Cl:43][CH2:44][Cl:45].[F:36][C:37]([F:38])([F:39])[C:40]([OH:41])=[O:42]>>[NH2:7][CH:8]([CH:9]([CH2:10][CH2:11][CH3:12])[OH:13])[CH2:14][N:15]([CH2:16][c:17]1[c:18]([CH3:24])[cH:19][c:20]([CH3:23])[cH:21][cH:22]1)[C:25](=[O:26])[O:27][CH2:28][c:29]1[cH:30][cH:31][cH:32][cH:33][cH:34]1. The reactants are N(C1=CC=CC=C1)C=1C=C2[C@@H]3[C@H](CN4C2=C(C1)CCC4)CN(C3)C(=O)OC(C)(C)C ((±)-cis-tert-butyl 2-anilino-5,6,8a,9,11,11a-hexahydro-4H-pyrido[3,2,1-ij]pyrrolo[3,4-c]quinoline-10(8H)-carboxylate), FC(C(=O)O)(F)F (trifluoroacetic acid). Yield: 24.6%. Reported procedure: To a solution of (±)-cis-tert-butyl 2-anilino-5,6,8a,9,11,11a-hexahydro-4H-pyrido[3,2,1-ij]pyrrolo[3,4-c]quinoline-10(8H)-carboxylate (80 mg, 0.20 mmol) in 5 ml of CH2Cl2 was added 1 ml of trifluoroacetic acid and the reaction was stirred at room temperature for 3 h. The volatiles were removed under reduced pressure and the residue was purified by prep HPLC (C18 reverse phase column, elution with a H2O/CH3CN gradient with 0.5% TFA). Product-containing fractions were combined, concentrated and pa... Run at time 3 hour. Reaction SMILES: [NH:1]([C:8]1[CH:9]=[C:10]2[C:15]3=[C:16]([CH2:18][CH2:19][CH2:20][N:14]3[CH2:13][C@@H:12]3[CH2:21][N:22](C(OC(C)(C)C)=O)[CH2:23][C@H:11]23)[CH:17]=1)[C:2]1[CH:7]=[CH:6][CH:5]=[CH:4][CH:3]=1.FC(F)(F)C(O)=O>C(Cl)Cl>[C:2]1([NH:1][C:8]2[CH:9]=[C:10]3[C:15]4=[C:16]([CH2:18][CH2:19][CH2:20][N:14]4[CH2:13][C@@H:12]4[CH2:21][NH:22][CH2:23][C@H:11]34)[CH:17]=2)[CH:7]=[CH:6][CH:5]=[CH:4][CH:3]=1. Product: C1(=CC=CC=C1)NC=1C=C2[C@@H]3[C@H](CN4C2=C(C1)CCC4)CNC3 ((±) -cis-N-phenyl-5,6,8,8a,9,10,11,11a-octahydro-4H-pyrido[3,2,1-ij]pyrrolo[3,4-c]quinolin-2-amine). The solvent is C(Cl)Cl (CH2Cl2). The reactants are Cc1ccccc1, CC(C)(O)C#CC#Cc1ccccc1. Product: C#CC#Cc1ccccc1. Reaction SMILES: [CH3:15][c:16]1[cH:17][cH:18][cH:19][cH:20][cH:21]1.[CH3:1][C:2]([OH:3])([C:4]#[C:5][C:6]#[C:7][c:8]1[cH:9][cH:10][cH:11][cH:12][cH:13]1)[CH3:14]>>[CH:4]#[C:5][C:6]#[C:7][c:8]1[cH:9][cH:10][cH:11][cH:12][cH:13]1. The reactants are CCOC(=O)NC1=C(C(=O)OCC)CCC1, C[O-], CO, [Na+], O. The product is CCOC(=O)C1=C(N)CCC1. Reaction SMILES: [CH2:1]([O:2][C:3](=[O:4])[NH:6][C:7]1=[C:8]([C:12](=[O:13])[O:14][CH2:15][CH3:16])[CH2:9][CH2:10][CH2:11]1)[CH3:5].[CH3:17][O-:18].[CH3:20][OH:21].[Na+:19].[OH2:22]>>[NH2:6][C:7]1=[C:8]([C:12](=[O:13])[O:14][CH2:15][CH3:16])[CH2:9][CH2:10][CH2:11]1. The reactants are CC(C)(C)OC(=O)C(C)(C)Sc1nc(CCOc2ccc(OCc3ccc(Cl)cc3)cc2)cs1, ClCCl, O=C(O)C(F)(F)F. Yields the product CC(C)(Sc1nc(CCOc2ccc(OCc3ccc(Cl)cc3)cc2)cs1)C(=O)O. RXN SMILES: [C:1]([CH3:2])([CH3:3])([CH3:4])[O:5][C:6]([C:7]([CH3:8])([CH3:9])[S:10][c:11]1[s:12][cH:13][c:14]([CH2:16][CH2:17][O:18][c:19]2[cH:20][cH:21][c:22]([O:25][CH2:26][c:27]3[cH:28][cH:29][c:30]([Cl:33])[cH:31][cH:32]3)[cH:23][cH:24]2)[n:15]1)=[O:34].[Cl:42][CH2:43][Cl:44].[OH:35][C:36]([C:37]([F:38])([F:39])[F:40])=[O:41]>>[O:5]=[C:6]([C:7]([CH3:8])([CH3:9])[S:10][c:11]1[s:12][cH:13][c:14]([CH2:16][CH2:17][O:18][c:19]2[cH:20][cH:21][c:22]([O:25][CH2:26][c:27]3[cH:28][cH:29][c:30]([Cl:33])[cH:31][cH:32]3)[cH:23][cH:24]2)[n:15]1)[OH:34]. Reactants: Br.C(C)(C)(C)C(C(=O)O)(CS(CCNC(CF)=N)(=O)=O)NC(=O)OC(C)(C)C (t-Butyl-2-t-butoxycarbonylamino-6-(1-imino-2-fluoroethylamino)-4,4-dioxo-4-thiahexanoic acid hydrobromide), Br (HBr). Solvent: C(C)(=O)O (acetic acid), C(C)(=O)O (acetic acid). Conditions: time 2 hour. The product is Br.Br.NC(C(=O)O)CS(CCNC(CF)=N)(=O)=O (2-Amino-6-(1-imino-2-fluoroethylamino)-4,4-dioxo-4-thiahexanoic acid dihydrobromide). The yield is 173.1%. RXN SMILES: [BrH:1].C([C:6]([NH:21]C(OC(C)(C)C)=O)([CH2:10][S:11](=[O:20])(=[O:19])[CH2:12][CH2:13][NH:14][C:15](=[NH:18])[CH2:16][F:17])[C:7]([OH:9])=[O:8])(C)(C)C.Br>C(O)(=O)C>[BrH:1].[BrH:1].[NH2:21][CH:6]([CH2:10][S:11](=[O:20])(=[O:19])[CH2:12][CH2:13][NH:14][C:15](=[NH:18])[CH2:16][F:17])[C:7]([OH:9])=[O:8] |f:0.1,4.5.6|. Procedure: t-Butyl-2-t-butoxycarbonylamino-6-(1-imino-2-fluoroethylamino)-4,4-dioxo-4-thiahexanoic acid hydrobromide (300 mg) was dissolved in glacial acetic acid (4.5 ml), and cooled whilst HBr in acetic acid (45% w/v, 1.5 ml) was added. The mixture was then stirred at room temperature for 2 h. The volatile materials were evaporated in vacuo and the residue dissolved in water. The solution was evaporated to dryness in vacuo, and this process repeated twice more. Ethanol was added to the residue and the mi...